From a dataset of the Open Reaction Database (ORD), a public repository of structured organic reaction records. describe an organic reaction: reactants, conditions, products, and yield Reactants: O=C1CCC(=O)N1Cl, ClCCl, Nc1sccc1C(=O)c1ccc(F)cc1. Yields the product Nc1sc(Cl)cc1C(=O)c1ccc(F)cc1. RXN SMILES: [Cl:16][N:17]1[C:18](=[O:19])[CH2:20][CH2:21][C:22]1=[O:23].[Cl:24][CH2:25][Cl:26].[NH2:1][c:2]1[s:3][cH:4][cH:5][c:6]1[C:7](=[O:8])[c:9]1[cH:10][cH:11][c:12]([F:15])[cH:13][cH:14]1>>[NH2:1][c:2]1[s:3][c:4]([Cl:16])[cH:5][c:6]1[C:7](=[O:8])[c:9]1[cH:10][cH:11][c:12]([F:15])[cH:13][cH:14]1. The reactants are COC(CCC1=CC(=C(C=C1)O)C(C)(C)C)=O (3-(4-hydroxy-3-tert.butylphenyl) propionic acid methyl ester), C(C=O)(=O)O (glyoxylic acid), solution, C1(=CC=C(C=C1)S(=O)(=O)O)C (p-toluene sulphonic acid). The solvent is O (water), C(CCl)Cl (ethylene chloride). Product: C(C)(C)(C)C1=CC(=CC=2C(C(OC21)=O)O)CCC(=O)OC (7-tert.butyl-5-(2-methoxycarbonylethyl)-3-hydroxy-3H-benzofuran-2-one). RXN SMILES: [CH3:1][O:2][C:3](=[O:17])[CH2:4][CH2:5][C:6]1[CH:11]=[CH:10][C:9]([OH:12])=[C:8]([C:13]([CH3:16])([CH3:15])[CH3:14])[CH:7]=1.[C:18](O)(=[O:21])[CH:19]=[O:20].C1(C)C=CC(S(O)(=O)=O)=CC=1>O.C(Cl)CCl>[C:13]([C:8]1[C:9]2[O:12][C:19](=[O:20])[CH:18]([OH:21])[C:10]=2[CH:11]=[C:6]([CH2:5][CH2:4][C:3]([O:2][CH3:1])=[O:17])[CH:7]=1)([CH3:14])([CH3:16])[CH3:15]. Reported procedure: 3-(4-hydroxy-3-tert.butylphenyl) propionic acid methyl ester (10.0 g), glyoxylic acid (7.4 g of the 50% solution in water) and p-toluene sulphonic acid (40 mg) are heated in 40 ml ethylene chloride under nitrogen at reflux for 3 hours distilling off all water present and formed during the reaction. The reaction mixtures is washed with water, dried over magnesium sulphate and evaporated under reduced pressure to give 13.0 g of 7-tert.butyl-5-(2-methoxycarbonylethyl)-3-hydroxy-3H-benzofuran-2-one.